describe an organic reaction: reactants, conditions, products, and yield From a dataset of the Open Reaction Database (ORD), a public repository of structured organic reaction records. Starting materials: CCOC(=O)C(C)(C)Oc1ccc([N+](=O)[O-])cc1, CCO, [H][H], [Pd]. Yields the product CCOC(=O)C(C)(C)Oc1ccc(N)cc1. As a reaction SMILES: [CH3:1][C:2]([C:3](=[O:4])[O:5][CH2:6][CH3:7])([CH3:8])[O:9][c:10]1[cH:11][cH:12][c:13]([N+:16]([O-:17])=[O:18])[cH:14][cH:15]1.[CH3:22][CH2:23][OH:24].[H:19][H:20].[Pd:21]>>[CH3:1][C:2]([C:3](=[O:4])[O:5][CH2:6][CH3:7])([CH3:8])[O:9][c:10]1[cH:11][cH:12][c:13]([NH2:16])[cH:14][cH:15]1. Starting materials: OC1=CC=C(C=O)C=C1 (4-hydroxybenzaldehyde), ClC1=C(CBr)C(=CC=C1)Cl (2,6-dichlorobenzyl bromide), [H-].[Na+] (sodium hydride). Solvent: CN(C=O)C (dimethylformamide). Run at time 16 hour. Yields the product ClC1=C(COC2=CC=C(C=O)C=C2)C(=CC=C1)Cl (4-(2,6-Dichlorobenzyloxy)benzaldehyde). Isolated yield 107.6%. Reaction SMILES: [OH:1][C:2]1[CH:9]=[CH:8][C:5]([CH:6]=[O:7])=[CH:4][CH:3]=1.[Cl:10][C:11]1[CH:18]=[CH:17][CH:16]=[C:15]([Cl:19])[C:12]=1[CH2:13]Br.[H-].[Na+]>CN(C)C=O>[Cl:10][C:11]1[CH:18]=[CH:17][CH:16]=[C:15]([Cl:19])[C:12]=1[CH2:13][O:1][C:2]1[CH:9]=[CH:8][C:5]([CH:6]=[O:7])=[CH:4][CH:3]=1 |f:2.3|. Procedure details: To a solution of 4-hydroxybenzaldehyde (3.59 g, 24.39 mmol) and 2,6-dichlorobenzyl bromide (7.05 g, 29.39 mmol) in dimethylformamide (20 mL) at 0° C. was added 60% sodium hydride (1.176 g, 29.39 mmol). After stirring at ambient temperature for 16 h, the reaction was partitioned between ethyl acetate and water. The organic layer was washed with aqueous sodium chloride and dried (MgSO4). Purification by flash column chromatography (silica gel, hexane/ethyl acetate) yielded the title compound as an... Reactants: C1CCOC1, [Li]CCCC, CN(C)CCC(C#N)c1ccccc1, CCCCCC, CCOC(C)=O, CCCCCC, Cl, O=Cc1ccccn1. Yields the product CN(C)CCC(C#N)(c1ccccc1)C(O)c1ccccn1. RXN SMILES: [CH2:29]1[O:30][CH2:31][CH2:32][CH2:33]1.[CH3:15][CH2:16][CH2:17][CH2:18][Li:19].[CH3:1][N:2]([CH2:3][CH2:4][CH:5]([C:6]#[N:7])[c:8]1[cH:9][cH:10][cH:11][cH:12][cH:13]1)[CH3:14].[CH3:34][CH2:35][CH2:36][CH2:37][CH2:38][CH3:39].[CH3:40][CH2:41][O:42][C:43]([CH3:44])=[O:45].[CH3:46][CH2:47][CH2:48][CH2:49][CH2:50][CH3:51].[ClH:28].[n:20]1[c:21]([CH:26]=[O:27])[cH:22][cH:23][cH:24][cH:25]1>>[CH3:1][N:2]([CH2:3][CH2:4][C:5]([C:6]#[N:7])([c:8]1[cH:9][cH:10][cH:11][cH:12][cH:13]1)[CH:26]([c:21]1[n:20][cH:25][cH:24][cH:23][cH:22]1)[OH:27])[CH3:14]. As a reaction SMILES: [C:1]([CH3:2])(=[O:3])[c:4]1[c:5]([NH:11][S:12](=[O:13])(=[O:14])[C:15]([F:16])([F:17])[F:18])[cH:6][cH:7][c:8]([Cl:10])[cH:9]1.[C:37]([O-:38])(=[O:39])[CH3:40].[C:42]([OH:43])(=[O:44])[CH3:45].[CH3:46][OH:47].[ClH:19].[F:20][C:21]([c:22]1[c:23]([CH2:24][O:25][NH2:26])[cH:27][c:28]([C:31]([F:32])([F:33])[F:34])[cH:29][cH:30]1)([F:35])[F:36].[Na+:41].[OH2:48]>>[C:1]([CH3:2])([c:4]1[c:5]([NH:11][S:12](=[O:13])(=[O:14])[C:15]([F:16])([F:17])[F:18])[cH:6][cH:7][c:8]([Cl:10])[cH:9]1)=[N:26][O:25][CH2:24][c:23]1[c:22]([C:21]([F:20])([F:35])[F:36])[cH:30][cH:29][c:28]([C:31]([F:32])([F:33])[F:34])[cH:27]1. The product is CC(=NOCc1cc(C(F)(F)F)ccc1C(F)(F)F)c1cc(Cl)ccc1NS(=O)(=O)C(F)(F)F. Starting materials: CC(=O)c1cc(Cl)ccc1NS(=O)(=O)C(F)(F)F, CC(=O)[O-], CC(=O)O, CO, Cl, NOCc1cc(C(F)(F)F)ccc1C(F)(F)F, [Na+], O.